This data is from the Open Reaction Database (ORD), a public repository of structured organic reaction records. The task is: describe an organic reaction: reactants, conditions, products, and yield Starting materials: poly(glycolide-co-trimethylene carbonate), polycarbonate, C1(OCCCCO1)=O (tetramethylene carbonate), poly(p-dioxanone), poly(lactide-co-trimethylene carbonate), diol, poly-L-gluconate, poly(lactide-co-beta-malic acid), poly(2,2-dimethyltrimethylene carbonate), C(C)OC1(OCCC1)OCC (diethoxytetrahydrofuran), poly-L-lactide, poly(delta-valerolactone), poly(epsilon-caprolactone), poly(lactide-co-epsilon-caprolactone), polyglycolide, poly-D,L-gluconate, poly-D-lactide, poly(lactide-co-delta-valerolactone), C1(OCC(CO1)(C)C)=O (2,2-dimethyltrimethylene carbonate), poly(lactide-co-glycolide), poly-D-gluconate, poly(trimethylene carbonate), poly(beta-hydroxybutyrate), poly(tetramethylene carbonate), polyorthoester, CCC(CC(=O)O)O.CC(CC(=O)O)O (poly(beta-hydroxybutyrate-co-beta-hydroxyvalerate)), C([O-])([O-])=O (carbonate), C1(OCCCO1)=O (trimethylene carbonate), poly-D,L-lactide. Product: C(CCCCCO)O (1,6-hexane diol), C(CCCCCCCCCCCO)O (1,12-dodecane diol), 3,9-bis(ethylidene 2,4,8,10-tetraoxaspiro[5,5]undecane). Reaction SMILES: [CH3:1][CH2:2][CH:3](O)[CH2:4][C:5]([OH:7])=O.[CH3:9][CH:10](O)[CH2:11][C:12]([OH:14])=[O:13].C(=O)([O-])[O-].C1(=O)OCCCO1.C1(=O)O[CH2:32][CH2:31][CH2:30][CH2:29][O:28]1.C1(=O)OCC(C)(C)CO1.C(O[C:47]1(OCC)[CH2:51][CH2:50][CH2:49]O1)C>>[CH2:5]([OH:7])[CH2:4][CH2:3][CH2:2][CH2:1][CH2:12][OH:13].[CH2:29]([OH:28])[CH2:30][CH2:31][CH2:32][CH2:49][CH2:50][CH2:51][CH2:47][CH2:9][CH2:10][CH2:11][CH2:12][OH:14] |f:0.1|. Reported procedure: Examples of biodegradable polymer segments for use in the present invention may be selected from suitable members of the following, among others: (a) biodegradable polyester segments, including homopolymer and copolymer segments comprising one or more monomers selected from hydroxyacids such as glycolide, D-lactide, L-lactide, beta-hydroxybutyrate, beta-hydroxyvalerate, beta-malic acid, D-gluconate, L-gluconate, etc., and lactones such as epsilon-caprolactone and delta-valerolactone, etc., p-dio... The reactants are [OH-].[Na+] (sodium hydroxide), O (water), Cl (hydrochloric acid), ClC=1C=C(C=C(C1)Cl)SCC#N ((3,5-dichlorophenylthio)acetonitrile). The product is ClC=1C=C(C=C(C1)Cl)SCCN (2-(3,5-Dichloro-phenylsulfanyl)-ethylamine). Reaction SMILES: [Cl:1][C:2]1[CH:3]=[C:4]([S:9][CH2:10][C:11]#[N:12])[CH:5]=[C:6]([Cl:8])[CH:7]=1.O.Cl.[OH-].[Na+]>COCCOC>[Cl:8][C:6]1[CH:5]=[C:4]([S:9][CH2:10][CH2:11][NH2:12])[CH:3]=[C:2]([Cl:1])[CH:7]=1 |f:3.4|. Isolated yield 81.8%. Procedure details: To a solution of (3,5-dichlorophenylthio)acetonitrile (1.2 g) in 3.0 mL of ethylene glycol dimethyl ether is added 0.61 mL of 10M borane dimethyl sulfide complex and the mixture heated at reflux for 0.5 hours. The reaction is cooled in an ice bath and 2.0 mL of water and 2.0 mL of concentrated hydrochloric acid is added. This mixture is heated at reflux for 0.5 hr. The clear solution is then cooled and basified with 5N sodium hydroxide and extracted with ether. The ether extract is dried over po... Run in COCCOC (ethylene glycol dimethyl ether). Reactants: O1C(COC2=C3CC(NC3=CC=C2)=O)C1 (4-(2,3-epoxypropoxy)-2-oxoindoline), C(C)O (ethanol). The solvent is Cl.C1C(CCC2=CC=CC=C12)NCC(COC1=C2CC(NC2=CC=C1)=O)O (N-(1,2,3,4-tetrahydronaphth-2-yl)-2-hydroxy-3-(2-oxo-2,3-dihydroindol-4-yloxy)propanamine hydrochloride). The product is NC1CC2=CC=CC=C2CC1 (2-aminotetralin). Reaction SMILES: O1CC1CO[C:5]1[CH:13]=[CH:12][CH:11]=[C:10]2[C:6]=1[CH2:7][C:8](=O)[NH:9]2.[CH2:16](O)[CH3:17]>Cl.C1C2C(=CC=CC=2)CCC1NCC(O)COC1C=CC=C2C=1CC(=O)N2>[NH2:9][CH:8]1[CH2:17][CH2:16][C:5]2[C:6](=[CH:10][CH:11]=[CH:12][CH:13]=2)[CH2:7]1 |f:2.3|. Procedure: Following the procedure described in Example 27, but starting from 4-(2,3-epoxypropoxy)-2-oxoindoline (20.5 g) and 2-aminotetralin (14.81 g) in ethanol (150 ml), N-(1,2,3,4-tetrahydronaphth-2-yl)-2-hydroxy-3-(2-oxo-2,3-dihydroindol-4-yloxy)propanamine hydrochloride is obtained, ((i): R=H, Ar=radical 18 wherein Z is H, and the chain is attached to position 2 of the tetralin moiety). Starting materials: CCCC[N+](CCCC)(CCCC)CCCC, C1CCOC1, Cl, [F-], C[Si](C)(C)C(F)(F)F, O=Cc1ccc(F)cc1F. Yields the product OC(c1ccc(F)cc1F)C(F)(F)F. As a reaction SMILES: [CH2:20]([N+:21]([CH2:22][CH2:23][CH2:24][CH3:25])([CH2:26][CH2:27][CH2:28][CH3:29])[CH2:30][CH2:31][CH2:32][CH3:33])[CH2:34][CH2:35][CH3:36].[CH2:38]1[O:39][CH2:40][CH2:41][CH2:42]1.[ClH:37].[F-:19].[F:11][C:12]([F:13])([F:14])[Si:15]([CH3:16])([CH3:17])[CH3:18].[F:1][c:2]1[c:3]([CH:4]=[O:5])[cH:6][cH:7][c:8]([F:10])[cH:9]1>>[F:1][c:2]1[c:3]([CH:4]([OH:5])[C:12]([F:11])([F:13])[F:14])[cH:6][cH:7][c:8]([F:10])[cH:9]1.